Dataset: the Open Reaction Database (ORD), a public repository of structured organic reaction records. Task: describe an organic reaction: reactants, conditions, products, and yield Starting materials: N1CCOCC1 (morpholine), FC=1C=C(C(=O)O)C=CC1F (3,4-difluorobenzoic acid). The product is FC=1C=C(C(=O)O)C=CC1N1CCOCC1 (3-fluoro-4-morpholinobenzoic acid). As a reaction SMILES: [NH:1]1[CH2:6][CH2:5][O:4][CH2:3][CH2:2]1.[F:7][C:8]1[CH:9]=[C:10]([CH:14]=[CH:15][C:16]=1F)[C:11]([OH:13])=[O:12]>>[F:7][C:8]1[CH:9]=[C:10]([CH:14]=[CH:15][C:16]=1[N:1]1[CH2:6][CH2:5][O:4][CH2:3][CH2:2]1)[C:11]([OH:13])=[O:12]. Procedure: A 2 L 3-neck round bottom flask fitted with mechanical stirrer and reflux condenser was charged with morpholine (700 g, 700 ml, 8 mol) and to the stirring solution was added 3,4-difluorobenzoic acid (158 g, 1 mol) (AmplaChem, Inc). The clear solution was heated at reflux and after 29 hours a ca. 0.5 ml aliquot was removed from the light yellow reaction solution, acidified with 6 N HCl and the precipitate was analyzed by 1H NMR (DMSO-d6) showing that the reaction was complete by the absence of th... RXN SMILES: [CH2:1]([c:2]1[cH:3][cH:4][cH:5][cH:6][cH:7]1)[O:8][C:9](=[O:10])[N:11]1[CH2:12][CH2:13][N:14]([c:17]2[n:18][cH:19][cH:20][cH:21][c:22]2[NH2:23])[CH2:15][CH2:16]1.[CH3:24][CH2:25][C:26]([CH2:27][CH3:28])=[O:29].[CH3:30][C:31](=[O:32])[OH:33].[CH3:34][OH:35]>>[CH2:1]([c:2]1[cH:3][cH:4][cH:5][cH:6][cH:7]1)[O:8][C:9](=[O:10])[N:11]1[CH2:12][CH2:13][N:14]([c:17]2[n:18][cH:19][cH:20][cH:21][c:22]2[NH:23][CH:26]([CH2:25][CH3:24])[CH2:27][CH3:28])[CH2:15][CH2:16]1. The reactants are Nc1cccnc1N1CCN(C(=O)OCc2ccccc2)CC1, CCC(=O)CC, CC(=O)O, CO. Yields the product CCC(CC)Nc1cccnc1N1CCN(C(=O)OCc2ccccc2)CC1. Reactants: [H-].[H-].[H-].[H-].[Li+].[Al+3] (LiAlH4), C1(CCC1)N1CCN(CCC1)C(=O)N1CC(C1)OC=1C=CC(=NC1)C(C(=O)OC)(C)C (methyl 2-[5-({1-[(4-cyclobutyl-1,4-diazepan-1-yl)carbonyl]azetidin-3-yl}oxy)pyridin-2-yl]-2-methylpropanoate). The solvent is C1CCOC1 (THF), C1CCOC1 (THF). Run at time 30 minute. Product: C1(CCC1)N1CCN(CCC1)C(=O)N1CC(C1)OC=1C=CC(=NC1)C(CO)(C)C (2-[5-({1-[(4-cyclobutyl-1,4-diazepan-1-yl)carbonyl]azetidin-3-yl}oxy)pyridin-2-yl]-2-methylpropan-1-ol). Yield: 33.5%. As a reaction SMILES: [H-].[H-].[H-].[H-].[Li+].[Al+3].[CH:7]1([N:11]2[CH2:17][CH2:16][CH2:15][N:14]([C:18]([N:20]3[CH2:23][CH:22]([O:24][C:25]4[CH:26]=[CH:27][C:28]([C:31]([CH3:37])([CH3:36])[C:32](OC)=[O:33])=[N:29][CH:30]=4)[CH2:21]3)=[O:19])[CH2:13][CH2:12]2)[CH2:10][CH2:9][CH2:8]1>C1COCC1>[CH:7]1([N:11]2[CH2:17][CH2:16][CH2:15][N:14]([C:18]([N:20]3[CH2:21][CH:22]([O:24][C:25]4[CH:26]=[CH:27][C:28]([C:31]([CH3:37])([CH3:36])[CH2:32][OH:33])=[N:29][CH:30]=4)[CH2:23]3)=[O:19])[CH2:13][CH2:12]2)[CH2:10][CH2:9][CH2:8]1 |f:0.1.2.3.4.5|. Procedure details: To a 0° C. solution of LiAlH4 (0.56 ml, 0.562 mmol, 1M in THF) in THF (1 ml) under a nitrogen atmosphere was added methyl 2-[5-({1-[(4-cyclobutyl-1,4-diazepan-1-yl)carbonyl]azetidin-3-yl}oxy)pyridin-2-yl]-2-methylpropanoate (110 mg, 62% UV purity) in THF (1 ml). TLC analysis of the reaction mixture after 30 minutes indicated complete consumption of starting material. Water (1 ml), 2M NaOH (1 ml), and water (1 ml) were cautiously added to the reaction mixture. The mixture was diluted with EtOAc (... The reactants are O (water), [BH4-].[Na+] (sodium borohydride), [BH4-].[Na+] (Sodium Borohydride), O (water), C(C)OC(=O)[C@H]1[C@@H](C1)C(S(=O)(=O)C1=CC=C(C=C1)C)NC(=O)OC(C)(C)C (trans-2-[tert-Butoxycarbonylamino-(toluene-4-sulfonyl)-methyl]-cyclopropanecarboxylic acid ethyl ester). Run in O1CCCC1 (tetrahydrofuran). Conditions: time 0.5 hour. Product: C(C)OC(=O)[C@H]1[C@@H](C1)CNC(=O)OC(C)(C)C (Trans-2-(tert-Butoxycarbonylamino-methyl)-cyclopropanecarboxylic acid ethyl ester). Yield: 92.1%. RXN SMILES: [BH4-].[Na+].O.[CH2:4]([O:6][C:7]([C@@H:9]1[CH2:11][C@H:10]1[CH:12]([NH:23][C:24]([O:26][C:27]([CH3:30])([CH3:29])[CH3:28])=[O:25])S(C1C=CC(C)=CC=1)(=O)=O)=[O:8])[CH3:5]>O1CCCC1>[CH2:4]([O:6][C:7]([C@@H:9]1[CH2:11][C@H:10]1[CH2:12][NH:23][C:24]([O:26][C:27]([CH3:28])([CH3:30])[CH3:29])=[O:25])=[O:8])[CH3:5] |f:0.1|. Procedure details: Sodium Borohydride (2.3 g, 58.55 mol) was suspended in tetrahydrofuran (150 mL) and 4 mL of water was added. (13.3 g, 33.46 mmol) of trans-2-[tert-Butoxycarbonylamino-(toluene-4-sulfonyl)-methyl]-cyclopropanecarboxylic acid ethyl ester was added portionwise (0.8 g portions) and the temperature was kept to 18-30° C. After 1.5 h water (4 mL) and 0.4 g (10.15 mmol) of sodium borohydride were added again. The resulting mixture was quenched with ammonium chloride 2M (300 mL) and 100 mL of 1M K2CO3 an... The product is CC(C)(O)C(C)(O)Cc1ccccc1. The reactants are [Mg+]Cc1ccccc1, [Cl-], [Cl-], Cl, [NH4+], C1CCOC1, CC(=O)C(C)(C)O. Reaction SMILES: [CH2:9]([c:10]1[cH:11][cH:12][cH:13][cH:14][cH:15]1)[Mg+:16].[Cl-:17].[Cl-:8].[ClH:19].[NH4+:18].[O:20]1[CH2:21][CH2:22][CH2:23][CH2:24]1.[OH:1][C:2]([C:3]([CH3:4])=[O:5])([CH3:6])[CH3:7]>>[OH:1][C:2]([C:3]([CH3:4])([OH:5])[CH2:9][c:10]1[cH:11][cH:12][cH:13][cH:14][cH:15]1)([CH3:6])[CH3:7].